From a dataset of the Open Reaction Database (ORD), a public repository of structured organic reaction records. describe an organic reaction: reactants, conditions, products, and yield Starting materials: O=C1C=2N(C=C(N1)C1=CC=C(C=C1)C(F)(F)F)C(=CC2)C#N (1-oxo-3-(4-trifluoromethyl-phenyl)-1,2-dihydro-pyrrolo[1,2-a]pyrazine-6-carbonitrile), Cl.NO (hydroxylamine hydrochloride), C(C)(C)N(C(C)C)CC (N,N-diisopropylethylamine), CO (methanol). The solvent is CN(C=O)C (N,N-dimethylformamide), C(Cl)Cl (methylene chloride). Yields the product ONC(=N)C1=CC=C2N1C=C(NC2=O)C2=CC=C(C=C2)C(F)(F)F (N-hydroxy-1-oxo-3-(4-trifluoromethyl-phenyl)-1,2-dihydro-pyrrolo[1,2-a]pyrazine-6-carboxamidine). Yield: 70.0%. As a reaction SMILES: O=C1[NH:7][C:6]([C:8]2[CH:13]=[CH:12][C:11]([C:14]([F:17])([F:16])[F:15])=[CH:10][CH:9]=2)=[CH:5][N:4]2[C:18]([C:21]#[N:22])=[CH:19][CH:20]=[C:3]12.Cl.[NH2:24][OH:25].C(N(CC)C(C)C)(C)C.[CH3:35][OH:36]>C(Cl)Cl.CN(C)C=O>[OH:25][NH:24][C:21]([C:18]1[N:4]2[CH:5]=[C:6]([C:8]3[CH:9]=[CH:10][C:11]([C:14]([F:17])([F:15])[F:16])=[CH:12][CH:13]=3)[NH:7][C:35](=[O:36])[C:3]2=[CH:20][CH:19]=1)=[NH:22] |f:1.2|. Reported procedure: A mixture of 1-oxo-3-(4-trifluoromethyl-phenyl)-1,2-dihydro-pyrrolo[1,2-a]pyrazine-6-carbonitrile (Example 2), (0.05 g, 0.16 mmol), hydroxylamine hydrochloride (15 mg, 0.22 mmol) and N,N-diisopropylethylamine (86.4 μL, 0.49 mmol,) was stirred in methylene chloride (0.5 mL), methanol (0.5 mL) and N,N-dimethylformamide (0.2 mL) at 45° C. for 2 d. At this time, the resulting solids were collected by filtration to afford N-hydroxy-1-oxo-3-(4-trifluoromethyl-phenyl)-1,2-dihydro-pyrrolo[1,2-a]pyrazine... The reactants are ice water, O1CCOCC1 (dioxane), NC1=CC=C(C=C1)C1C(NC(S1)=O)=O (5-(4-aminophenyl) thiazolidine-2,4-dione), C(C1=CC=CC=C1)(=O)Cl (benzoyl chloride). Run in C(C)N(CC)CC (triethylamine). Product: C(C1=CC=CC=C1)(=O)NC1=CC=C(C=C1)C1C(NC(S1)=O)=O (5-(4-Benzoylaminophenyl)thiazolidine-2,4-dione). Isolated yield 93.3%. As a reaction SMILES: O1CCOCC1.[NH2:7][C:8]1[CH:13]=[CH:12][C:11]([CH:14]2[S:18][C:17](=[O:19])[NH:16][C:15]2=[O:20])=[CH:10][CH:9]=1.[C:21](Cl)(=[O:28])[C:22]1[CH:27]=[CH:26][CH:25]=[CH:24][CH:23]=1>C(N(CC)CC)C>[C:21]([NH:7][C:8]1[CH:9]=[CH:10][C:11]([CH:14]2[S:18][C:17](=[O:19])[NH:16][C:15]2=[O:20])=[CH:12][CH:13]=1)(=[O:28])[C:22]1[CH:27]=[CH:26][CH:25]=[CH:24][CH:23]=1. Reported procedure: Into 20 ml of dioxane were dissolved 0.5 g of 5-(4-aminophenyl) thiazolidine-2,4-dione, and, after added 0.34 g of benzoyl chloride and further added dropwise 0.24 g of triethylamine, the mixture was refluxed for 1 hour. After cooling by standing, the reaction mixture was poured into 150 ml of ice water and the crystals deposited were collected by filtration, washed with water and dried. These were recrystallized from chloroform to obtain 0.70 g of title compound. Reactants: CCC1(CC)C=CC(=O)CC1, CCOC(C)=O. Yields the product CCC1(CC)CCC(=O)CC1. As a reaction SMILES: [CH2:1]([CH3:2])[C:3]1([CH2:10][CH3:11])[CH:4]=[CH:5][C:6](=[O:9])[CH2:7][CH2:8]1.[CH3:12][CH2:13][O:14][C:15](=[O:16])[CH3:17]>>[CH2:1]([CH3:2])[C:3]1([CH2:10][CH3:11])[CH2:4][CH2:5][C:6](=[O:9])[CH2:7][CH2:8]1. Reactants: C(=O)(O)[O-].[Na+] (NaHCO3), CC(=O)OI1(C=2C=CC=CC2C(=O)O1)(OC(=O)C)OC(=O)C (Dess-Martin periodinane), C(C)[C@@]12[C@H](CC[C@@H](C=3C1=CC=1C=NN(C1C3)C3=CC=C(C=C3)F)O)C[C@@](CC2)(O)C(F)(F)F ((3R,4aR,7 S,12bR)-12b-ethyl-9-(4-fluorophenyl)-3-(trifluoromethyl)-1,2,3,4,4a,5,6,7,9,12b-decahydrobenzo[6,7]cyclohepta[1,2-f]indazole-3,7-diol), C(C)[C@@]12[C@H](CC[C@H](C=3C1=CC=1C=NN(C1C3)C3=CC=C(C=C3)F)O)C[C@@](CC2)(O)C(F)(F)F ((3R,4aR,7R,12bR)-12b-ethyl-9-(4-fluorophenyl)-3-(trifluoromethyl)-1,2,3,4,4a,5,6,7,9,12b-decahydrobenzo[6,7]cyclohepta[1,2-f]indazole-3,7-diol). The solvent is C(Cl)Cl (DCM), O (water), CC#N (MeCN), O (water). Reaction conditions: time 90 minute. Yields the product C(C)[C@@]12[C@H](CCC(C=3C1=CC=1C=NN(C1C3)C3=CC=C(C=C3)F)=O)C[C@](CC2)(C(F)(F)F)O ((3R,4aR,12bR)-12b-ethyl-9-(4-fluorophenyl)-3-hydroxy-3-(trifluoromethyl)-1,2,3,4,4a,5,6,12b-octahydrobenzo[6,7]cyclohepta[1,2-f]indazol-7(9H)-one). RXN SMILES: CC(OI1(OC(C)=O)(OC(C)=O)OC(=O)C2C=CC=CC1=2)=O.[CH2:23]([C@@:25]12[CH2:50][CH2:49][C@@:48]([C:52]([F:55])([F:54])[F:53])([OH:51])[CH2:47][C@H:26]1[CH2:27][CH2:28][C@H:29]([OH:46])[C:30]1[C:31]2=[CH:32][C:33]2[CH:34]=[N:35][N:36]([C:39]3[CH:44]=[CH:43][C:42]([F:45])=[CH:41][CH:40]=3)[C:37]=2[CH:38]=1)[CH3:24].C([C@@]12CC[C@@](C(F)(F)F)(O)C[C@H]1CC[C@@H](O)C1C2=CC2C=NN(C3C=CC(F)=CC=3)C=2C=1)C.C([O-])(O)=O.[Na+]>CC#N.O.C(Cl)Cl>[CH2:23]([C@@:25]12[CH2:50][CH2:49][C@:48]([OH:51])([C:52]([F:55])([F:53])[F:54])[CH2:47][C@H:26]1[CH2:27][CH2:28][C:29](=[O:46])[C:30]1[C:31]2=[CH:32][C:33]2[CH:34]=[N:35][N:36]([C:39]3[CH:40]=[CH:41][C:42]([F:45])=[CH:43][CH:44]=3)[C:37]=2[CH:38]=1)[CH3:24] |f:3.4|. Reported procedure: Dess-Martin periodinane (0.017 g, 0.039 mmol) was added to a solution of (3R,4aR,7 S,12bR)-12b-ethyl-9-(4-fluorophenyl)-3-(trifluoromethyl)-1,2,3,4,4a,5,6,7,9,12b-decahydrobenzo[6,7]cyclohepta[1,2-f]indazole-3,7-diol (61, R1=4-Fluorophenyl, R2=Ethyl, R3=Trifluoromethyl) (0.0079 g, 0.017 mmol), (3R,4aR,7R,12bR)-12b-ethyl-9-(4-fluorophenyl)-3-(trifluoromethyl)-1,2,3,4,4a,5,6,7,9,12b-decahydrobenzo[6,7]cyclohepta[1,2-f]indazole-3,7-diol (62, R1=4-Fluorophenyl, R2=Ethyl, R3=Trifluoromethyl) (0.0061 ... Yields the product CC(NC1=NC(=O)C(C)(c2ccc(C#N)cc2)S1)c1ccc(F)cc1. The reactants are N#Cc1ccc(Br)cc1, CC1SC(NC(C)c2ccc(F)cc2)=NC1=O, CC(NC1=NC(=O)C(C)(c2ccc(C#N)cc2)S1)c1ccccc1C(F)(F)F. Reaction SMILES: [Br:18][c:19]1[cH:20][cH:21][c:22]([C:23]#[N:24])[cH:25][cH:26]1.[CH3:1][CH:2]1[C:3](=[O:17])[N:4]=[C:5]([NH:7][CH:8]([CH3:9])[c:10]2[cH:11][cH:12][c:13]([F:16])[cH:14][cH:15]2)[S:6]1.[CH3:27][C:28]1([c:29]2[cH:30][cH:31][c:32]([C:33]#[N:34])[cH:35][cH:36]2)[S:37][C:38]([NH:39][CH:40]([c:41]2[cH:42][cH:43][cH:44][cH:45][c:46]2[C:47]([F:48])([F:49])[F:50])[CH3:51])=[N:52][C:53]1=[O:54]>>[CH3:1][C:2]1([c:19]2[cH:20][cH:21][c:22]([C:23]#[N:24])[cH:25][cH:26]2)[C:3](=[O:17])[N:4]=[C:5]([NH:7][CH:8]([CH3:9])[c:10]2[cH:11][cH:12][c:13]([F:16])[cH:14][cH:15]2)[S:6]1. RXN SMILES: [C:12](=[O:13])([OH:14])[O-:15].[CH3:17][CH:18]([CH3:19])[OH:20].[ClH:1].[ClH:21].[Na+:16].[n:2]1[c:3]([CH2:8][C:9](=[O:10])[OH:11])[cH:4][cH:5][cH:6][cH:7]1>>[n:2]1[c:3]([CH2:8][C:9](=[O:10])[O:11][CH:18]([CH3:17])[CH3:19])[cH:4][cH:5][cH:6][cH:7]1. Yields the product CC(C)OC(=O)Cc1ccccn1. The reactants are O=C([O-])O, CC(C)O, Cl, Cl, [Na+], O=C(O)Cc1ccccn1. Reactants: COC(=O)C=Cc1ccccc1, Cc1ccccc1. Yields the product O=C(O)C=Cc1ccccc1. RXN SMILES: [C:1]([CH:2]=[CH:3][c:4]1[cH:5][cH:6][cH:7][cH:8][cH:9]1)(=[O:10])[O:11][CH3:12].[CH3:13][c:14]1[cH:15][cH:16][cH:17][cH:18][cH:19]1>>[C:1]([CH:2]=[CH:3][c:4]1[cH:5][cH:6][cH:7][cH:8][cH:9]1)(=[O:10])[OH:11]. Reported procedure: Prepared from (2-amino-4-naphthalen-1-yl-phenyl)-carbamic acid tert.-butyl ester (Example G14) and 3-(2,2-dimethyl-6-oxo-6H-[1,3]dioxin-4-yl)-benzonitrile (Example J4) according to the general procedure K. Obtained as an off-white solid (92 mg) and used crude in the next step (Example 20). Reactants: C(C)(C)(C)OC(NC1=C(C=C(C=C1)C1=CC=CC2=CC=CC=C12)N)=O ((2-amino-4-naphthalen-1-yl-phenyl)-carbamic acid tert.-butyl ester), CC1(OC(C=C(O1)C=1C=C(C#N)C=CC1)=O)C (3-(2,2-dimethyl-6-oxo-6H-[1,3]dioxin-4-yl)-benzonitrile). Reaction SMILES: [C:1]([O:5][C:6](=[O:25])[NH:7][C:8]1[CH:13]=[CH:12][C:11]([C:14]2[C:23]3[C:18](=[CH:19][CH:20]=[CH:21][CH:22]=3)[CH:17]=[CH:16][CH:15]=2)=[CH:10][C:9]=1[NH2:24])([CH3:4])([CH3:3])[CH3:2].CC1(C)[O:32][C:31]([C:33]2[CH:34]=[C:35]([CH:38]=[CH:39][CH:40]=2)[C:36]#[N:37])=[CH:30][C:29](=O)[O:28]1>>[C:1]([O:5][C:6](=[O:25])[NH:7][C:8]1[CH:13]=[CH:12][C:11]([C:14]2[C:23]3[C:18](=[CH:19][CH:20]=[CH:21][CH:22]=3)[CH:17]=[CH:16][CH:15]=2)=[CH:10][C:9]=1[NH:24][C:29](=[O:28])[CH2:30][C:31]([C:33]1[CH:40]=[CH:39][CH:38]=[C:35]([C:36]#[N:37])[CH:34]=1)=[O:32])([CH3:4])([CH3:2])[CH3:3]. Product: C(C)(C)(C)OC(NC1=C(C=C(C=C1)C1=CC=CC2=CC=CC=C12)NC(CC(=O)C1=CC(=CC=C1)C#N)=O)=O ({2-[3-(3-Cyano-phenyl)-3-oxo-propionylamino]-4-naphthalen-1-yl-phenyl}-carbamic acid tert.-butyl ester).